From a dataset of the Open Reaction Database (ORD), a public repository of structured organic reaction records. describe an organic reaction: reactants, conditions, products, and yield Starting materials: BrC=1C=CC2=C(NC(S2)=O)C1 (5-Bromobenzo[d]thiazol-2(3H)-one), C([O-])([O-])=O.[K+].[K+] (potassium carbonate), BrCCOC (1-bromo-2-methoxyethane). Run in CN(C)C=O (DMF). Conditions: time 24 hour. Product: BrC=1C=CC2=C(N(C(S2)=O)CCOC)C1 (5-Bromo-3-(2-methoxyethyl)benzo[d]thiazol-2(3H)-one). As a reaction SMILES: [Br:1][C:2]1[CH:3]=[CH:4][C:5]2[S:9][C:8](=[O:10])[NH:7][C:6]=2[CH:11]=1.C(=O)([O-])[O-].[K+].[K+].Br[CH2:19][CH2:20][O:21][CH3:22]>CN(C=O)C>[Br:1][C:2]1[CH:3]=[CH:4][C:5]2[S:9][C:8](=[O:10])[N:7]([CH2:19][CH2:20][O:21][CH3:22])[C:6]=2[CH:11]=1 |f:1.2.3|. Procedure details: 5-Bromobenzo[d]thiazol-2(3H)-one (1 g) and potassium carbonate (1.502 g) were stirred in DMF (7 mL) at room temperature and 1-bromo-2-methoxyethane (0.408 mL) was added. The mixture was stirred for 24 h. The mixture was poured onto water and extracted with ethyl acetate. The extracts were washed with dilute hydrochloric acid, water and brine then dried over sodium sulfate and evaporated. Purification by flash silica chromatography eluting with 10% ethyl acetate in isohexane afforded the sub-titl... Starting materials: CC(C)(C)[Si](C)(C)OCC1CC(OS(C)(=O)=O)CC1O[Si](C)(C)C(C)(C)C, CN(C)C=O, [N-]=[N+]=[N-], [Na+]. Yields the product CC(C)(C)[Si](C)(C)OCC1CC(N=[N+]=[N-])CC1O[Si](C)(C)C(C)(C)C. Reaction SMILES: [CH3:1][S:2]([O:3][CH:6]1[CH2:7][CH:8]([O:20][Si:21]([CH3:22])([CH3:23])[C:24]([CH3:25])([CH3:26])[CH3:27])[CH:9]([CH2:11][O:12][Si:13]([CH3:14])([CH3:15])[C:16]([CH3:17])([CH3:18])[CH3:19])[CH2:10]1)(=[O:4])=[O:5].[CH3:28][N:29]([CH3:30])[CH:31]=[O:32].[N-:34]=[N+:35]=[N-:36].[Na+:33]>>[CH:6]1([N:34]=[N+:35]=[N-:36])[CH2:7][CH:8]([O:20][Si:21]([CH3:22])([CH3:23])[C:24]([CH3:25])([CH3:26])[CH3:27])[CH:9]([CH2:11][O:12][Si:13]([CH3:14])([CH3:15])[C:16]([CH3:17])([CH3:18])[CH3:19])[CH2:10]1. Starting materials: Cc1ccc2cc(C=O)c(nc2c1)[Cl], CC1=CN=C(C=C1)N, [C-]#[N+]C1CCCCC1. Reagents/catalysts: O=C(O)C(F)(F)F (trifluoroacetic acid). The solvent is CC(C)O (isopropyl alcohol), CC(C)O (isopropylalcohol). Run at temperature 22 celsius, time 20 hour. The product is Cc1ccc2cc(c3c(NC4CCCCC4)n4cc(C)ccc4n3)c(nc2c1)[Cl]. The yield is 52.0%. RXN SMILES: CC1=CC=C(N)N=C1.[C-]#[N+]C1CCCCC1.CC1=CC2=NC(Cl)=C(C=O)C=C2C=C1>>CC1=CN2C(C=C1)=NC(=C2NC1CCCCC1)C1=C(Cl)N=C2C=C(C)C=CC2=C1. Reactants: CC(C)Nc1nc(C(F)(F)F)ccc1C=CC(=O)O, Cl, CC(N)c1cc(F)c(NS(C)(=O)=O)c(F)c1. Yields the product CC(C)Nc1nc(C(F)(F)F)ccc1C=CC(=O)NC(C)c1cc(F)c(NS(C)(=O)=O)c(F)c1. RXN SMILES: [CH:18]([CH3:19])([CH3:20])[NH:21][c:22]1[n:23][c:24]([C:33]([F:34])([F:35])[F:36])[cH:25][cH:26][c:27]1[CH:28]=[CH:29][C:30](=[O:31])[OH:32].[ClH:17].[NH2:1][CH:2]([CH3:3])[c:4]1[cH:5][c:6]([F:16])[c:7]([NH:11][S:12](=[O:13])(=[O:14])[CH3:15])[c:8]([F:10])[cH:9]1>>[NH:1]([CH:2]([CH3:3])[c:4]1[cH:5][c:6]([F:16])[c:7]([NH:11][S:12](=[O:13])(=[O:14])[CH3:15])[c:8]([F:10])[cH:9]1)[C:30]([CH:29]=[CH:28][c:27]1[c:22]([NH:21][CH:18]([CH3:19])[CH3:20])[n:23][c:24]([C:33]([F:34])([F:35])[F:36])[cH:25][cH:26]1)=[O:31]. Starting materials: C(C)(C)(C)OC(=O)N1CCN(CC1)C=1C(NC=CN1)=O (3-(4-tert-butoxycarbonyl-1-piperazinyl)-2(1H)-pyrazinone), ClCC1COC2=C(O1)C=CC=C2 (2-chloromethyl-2,3-dihydro-benzo[1,4]dioxine), CN(C)C=O (DMF), C([O-])([O-])=O.[K+].[K+] (potassium carbonate). Run in CCOC(=O)C (EtOAc), O (Water). Reaction conditions: temperature 120 celsius. Yields the product O1C(COC2=C1C=CC=C2)CN2C(C(=NC=C2)N2CCN(CC2)C(=O)OC(C)(C)C)=O (1-(2,3-Dihydro-benzo[1,4]dioxin-2-ylmethyl)-3-(4-tert-butoxycarbonyl-1-piperazinyl)-2(1H)-pyrazinone). Reaction SMILES: [C:1]([O:5][C:6]([N:8]1[CH2:13][CH2:12][N:11]([C:14]2[C:15](=[O:20])[NH:16][CH:17]=[CH:18][N:19]=2)[CH2:10][CH2:9]1)=[O:7])([CH3:4])([CH3:3])[CH3:2].Cl[CH2:22][CH:23]1[O:28][C:27]2[CH:29]=[CH:30][CH:31]=[CH:32][C:26]=2[O:25][CH2:24]1.CN(C=O)C.C(=O)([O-])[O-].[K+].[K+]>CCOC(C)=O.O>[O:28]1[C:27]2[CH:29]=[CH:30][CH:31]=[CH:32][C:26]=2[O:25][CH2:24][CH:23]1[CH2:22][N:16]1[CH:17]=[CH:18][N:19]=[C:14]([N:11]2[CH2:10][CH2:9][N:8]([C:6]([O:5][C:1]([CH3:4])([CH3:2])[CH3:3])=[O:7])[CH2:13][CH2:12]2)[C:15]1=[O:20] |f:3.4.5|. Reported procedure: A mixture of 3-(4-tert-butoxycarbonyl-1-piperazinyl)-2(1H)-pyrazinone (4.00 g, 14.3 mmol; from Example 48, Step 1), 2-chloromethyl-2,3-dihydro-benzo[1,4]dioxine (2.60 g, 14.3 mmol), DMF (10 g) and potassium carbonate (4.00 g, 28.9 mmol) was heated at 120° C. for 3 h. Water (100 g) and EtOAc (200 g) were added to the reaction mixture and the layers were separated. The organic layer was concentrated and the residue purified by chromatography on a MPLC column using a continuous gradient (0-100% EtO... Reactants: CCOC1=CC(C)=C(C(=O)OC)C(C)(C)C1, OCCO, Cc1ccc(S(=O)(=O)O)cc1, c1ccccc1. Yields the product COC(=O)C1=C(C)CC2(CC1(C)C)OCCO2. As a reaction SMILES: [CH3:1][O:2][C:3](=[O:4])[C:5]1=[C:6]([CH3:16])[CH:7]=[C:8]([O:13][CH2:14][CH3:15])[CH2:9][C:10]1([CH3:11])[CH3:12].[OH:17][CH2:18][CH2:19][OH:20].[c:21]1([CH3:22])[cH:23][cH:24][c:25]([S:26]([OH:27])(=[O:28])=[O:29])[cH:30][cH:31]1.[cH:32]1[cH:33][cH:34][cH:35][cH:36][cH:37]1>>[CH3:1][O:2][C:3](=[O:4])[C:5]1=[C:6]([CH3:16])[CH2:7][C:8]2([CH2:9][C:10]1([CH3:11])[CH3:12])[O:13][CH2:14][CH2:15][O:17]2. Starting materials: CN(C)Cc1ccc(CSCCN)o1, CCO, CN(C)Cc1ccc(Cc2cnc(N[N+](=O)[O-])[nH]c2=O)cc1. Yields the product CN(C)Cc1ccc(Cc2cnc(NCCSCc3ccc(CN(C)C)o3)[nH]c2=O)cc1. As a reaction SMILES: [CH3:1][N:2]([CH3:3])[CH2:4][c:5]1[cH:6][cH:7][c:8]([CH2:10][S:11][CH2:12][CH2:13][NH2:14])[o:9]1.[CH3:37][CH2:38][OH:39].[N+:15]([NH:16][c:19]1[n:20][cH:21][c:22]([CH2:26][c:27]2[cH:28][cH:29][c:30]([CH2:33][N:34]([CH3:35])[CH3:36])[cH:31][cH:32]2)[c:23](=[O:25])[nH:24]1)([O-:17])=[O:18]>>[CH3:1][N:2]([CH3:3])[CH2:4][c:5]1[cH:6][cH:7][c:8]([CH2:10][S:11][CH2:12][CH2:13][NH:14][c:19]2[n:20][cH:21][c:22]([CH2:26][c:27]3[cH:28][cH:29][c:30]([CH2:33][N:34]([CH3:35])[CH3:36])[cH:31][cH:32]3)[c:23](=[O:25])[nH:24]2)[o:9]1.